From a dataset of the Open Reaction Database (ORD), a public repository of structured organic reaction records. describe an organic reaction: reactants, conditions, products, and yield Starting materials: BrC1=CC=CC(=N1)C(=O)NCC=1C=C2C=C(NC2=CC1)C(F)(F)F (6-bromo-N-{[2-(Trifluoromethyl)-1H-indol-5-yl]methyl}-2-Pyridinecarboxamide), Cl.FC(C=1NC2=CC=C(C=C2C1)CN)(F)F ({[2-(trifluoromethyl)-1H-indol-5-yl]methyl}amine hydrochloride), carboxylic acid, Cl.FC(C=1NC2=CC=C(C=C2C1)CN)(F)F ({[2-(trifluoromethyl)-1H-indol-5-yl]methyl}amine hydrochloride). The product is C(#N)C1=CC=C(C=N1)C(=O)NCC=1C=C2C=C(NC2=CC1)C(F)(F)F (6-Cyano-N-{[2-(Trifluoromethyl)-1H-indol-5-yl]methyl}-3-pyridinecarboxamide). Reaction SMILES: Br[C:2]1[N:7]=[C:6]([C:8]([NH:10][CH2:11][C:12]2[CH:13]=[C:14]3[C:18](=[CH:19][CH:20]=2)[NH:17][C:16]([C:21]([F:24])([F:23])[F:22])=[CH:15]3)=[O:9])[CH:5]=[CH:4][CH:3]=1.Cl.FC(F)(F)[C:28]1[NH:29]C2C(C=1)=CC(CN)=CC=2>>[C:2]([C:3]1[N:29]=[CH:28][C:6]([C:8]([NH:10][CH2:11][C:12]2[CH:13]=[C:14]3[C:18](=[CH:19][CH:20]=2)[NH:17][C:16]([C:21]([F:24])([F:23])[F:22])=[CH:15]3)=[O:9])=[CH:5][CH:4]=1)#[N:7] |f:1.2|. Procedure details: The title compound was prepared by a similar procedure to that described for Compound 3 using the appropriate carboxylic acid with 2-(trifluoromethyl)-1H-indol-5-yl]methyl}amine hydrochloride (Intermediate 5): Starting materials: Cc1nccn1-c1cccc(C(=O)CC(=O)Nc2cc(C(C)C)ccc2NC(=O)OC(C)(C)C)c1, ClCCl, O=C(O)C(F)(F)F. Product: Cc1nccn1-c1cccc(C2=Nc3ccc(C(C)C)cc3NC(=O)C2)c1. Reaction SMILES: [C:1]([O:2][C:3](=[O:4])[NH:7][c:8]1[c:9]([NH:17][C:18]([CH2:19][C:20](=[O:5])[c:22]2[cH:23][c:24](-[n:28]3[c:29]([CH3:33])[n:30][cH:31][cH:32]3)[cH:25][cH:26][cH:27]2)=[O:34])[cH:10][c:11]([CH:14]([CH3:15])[CH3:16])[cH:12][cH:13]1)([CH3:6])([CH3:21])[CH3:35].[Cl:43][CH2:44][Cl:45].[F:36][C:37]([F:38])([F:39])[C:40]([OH:41])=[O:42]>>[N:7]1=[C:20]([c:22]2[cH:23][c:24](-[n:28]3[c:29]([CH3:33])[n:30][cH:31][cH:32]3)[cH:25][cH:26][cH:27]2)[CH2:19][C:18](=[O:34])[NH:17][c:9]2[c:8]1[cH:13][cH:12][c:11]([CH:14]([CH3:15])[CH3:16])[cH:10]2. Starting materials: O=C1CCC(=O)N1Br, OCC1=CC2(CCCCC2)CC1, ClC(Cl)Cl, c1ccc(P(c2ccccc2)c2ccccc2)cc1. The product is BrCC1=CC2(CCCCC2)CC1. As a reaction SMILES: [Br:32][N:33]1[C:34](=[O:35])[CH2:36][CH2:37][C:38]1=[O:39].[CH:1]1=[C:2]([CH2:11][OH:12])[CH2:3][CH2:4][C:5]12[CH2:6][CH2:7][CH2:8][CH2:9][CH2:10]2.[CH:40]([Cl:41])([Cl:42])[Cl:43].[c:13]1([P:14]([c:15]2[cH:16][cH:17][cH:18][cH:19][cH:20]2)[c:21]2[cH:22][cH:23][cH:24][cH:25][cH:26]2)[cH:27][cH:28][cH:29][cH:30][cH:31]1>>[CH:1]1=[C:2]([CH2:11][Br:32])[CH2:3][CH2:4][C:5]12[CH2:6][CH2:7][CH2:8][CH2:9][CH2:10]2. The reactants are C(=O)C=1CS[C@H]2N(C1C(=O)O)C(C2NC(CC=2SC=CC2)=O)=O (3-formyl-7-thienylacetamido-3-cephem-4-carboxylic acid), C1(=CC=CC=C1)C(=[N+]=[N-])C1=CC=CC=C1 (diphenyldiazomethane). Solvent: O1CCCC1 (tetrahydrofuran). Reaction conditions: time 30 minute. Yields the product C(C1=CC=CC=C1)(C1=CC=CC=C1)OC(=O)C1=C(CS[C@H]2N1C(C2)=O)C=O (3-formyl-3-cephem-4-carboxylic acid benzhydryl ester). The yield is 130.0%. As a reaction SMILES: [CH:1]([C:3]1[CH2:4][S:5][C@@H:6]2[CH:13](NC(=O)CC3SC=CC=3)[C:12](=[O:23])[N:7]2[C:8]=1[C:9]([OH:11])=[O:10])=[O:2].[C:24]1([C:30]([C:33]2[CH:38]=[CH:37][CH:36]=[CH:35][CH:34]=2)=[N+]=[N-])[CH:29]=[CH:28][CH:27]=[CH:26][CH:25]=1>O1CCCC1>[CH:30]([O:11][C:9]([C:8]1[N:7]2[C:12](=[O:23])[CH2:13][C@H:6]2[S:5][CH2:4][C:3]=1[CH:1]=[O:2])=[O:10])([C:24]1[CH:29]=[CH:28][CH:27]=[CH:26][CH:25]=1)[C:33]1[CH:38]=[CH:37][CH:36]=[CH:35][CH:34]=1. Reported procedure: To a stirred solution of 3.5 g of 3-formyl-7-thienylacetamido-3-cephem-4-carboxylic acid in 100 ml of tetrahydrofuran is added 2.3 g of diphenyldiazomethane, and the stirring is continued for 30 min. The solvent is distilled off under reduced pressure, and the residue is washed with petroleum ether to give 4.9 g of the corresponding 3-formyl-3-cephem-4-carboxylic acid benzhydryl ester. Starting materials: C(C)(=O)OC(C)=O (acetic anhydride), C(=O)O (formic acid), CON=C(C(=O)OCC)C=1N=C(SC1)N (ethyl 2-methoxyimino-2-(2-amino-1,3-thiazol-4-yl)acetate). The solvent is O (water). Run at temperature 50 celsius, time 2 hour. The product is CON=C(C(=O)OCC)C=1N=C(SC1)NC=O (ethyl 2-methoxyimino-2-(2-formamido-1,3-thiazol-4-yl)acetate). The yield is 81.8%. As a reaction SMILES: [C:1](OC(=O)C)(=[O:3])C.C(O)=O.[CH3:11][O:12][N:13]=[C:14]([C:20]1[N:21]=[C:22]([NH2:25])[S:23][CH:24]=1)[C:15]([O:17][CH2:18][CH3:19])=[O:16]>O>[CH3:11][O:12][N:13]=[C:14]([C:20]1[N:21]=[C:22]([NH:25][CH:1]=[O:3])[S:23][CH:24]=1)[C:15]([O:17][CH2:18][CH3:19])=[O:16]. Procedure details: A mixture of acetic anhydride (6.1 g) and formic acid (2.8 g) was stirred for 2 hours at 50° C. The resulting mixture was cooled and ethyl 2-methoxyimino-2-(2-amino-1,3-thiazol-4-yl)acetate (syn isomer) (4.6 g) was added thereto at 15° C. After the mixture was stirred for 3.5 hours at ambient temperature, cooled water (100 ml) was added thereto. The resulting mixture was extracted with ethyl acetate (200 ml). The extract was washed with water and then with a saturated aqueous solution of sodium ...